Dataset: the Open Reaction Database (ORD), a public repository of structured organic reaction records. Task: describe an organic reaction: reactants, conditions, products, and yield The reactants are O=C1CN(c2ccc(CC(Cc3ccccc3)C(=O)c3ccccc3)cc2OCc2ccccc2)S(=O)(=O)N1, CCO, O. The product is O=C1CN(c2ccc(CC(Cc3ccccc3)C(=O)c3ccccc3)cc2O)S(=O)(=O)N1. RXN SMILES: [CH2:1]([c:2]1[cH:3][cH:4][cH:5][cH:6][cH:7]1)[CH:8]([CH2:9][c:10]1[cH:11][c:12]([O:24][CH2:25][c:26]2[cH:27][cH:28][cH:29][cH:30][cH:31]2)[c:13]([N:16]2[CH2:17][C:18](=[O:23])[NH:19][S:20]2(=[O:21])=[O:22])[cH:14][cH:15]1)[C:32]([c:33]1[cH:34][cH:35][cH:36][cH:37][cH:38]1)=[O:39].[CH2:41]([OH:42])[CH3:43].[OH2:40]>>[CH2:1]([c:2]1[cH:3][cH:4][cH:5][cH:6][cH:7]1)[CH:8]([CH2:9][c:10]1[cH:11][c:12]([OH:24])[c:13]([N:16]2[CH2:17][C:18](=[O:23])[NH:19][S:20]2(=[O:21])=[O:22])[cH:14][cH:15]1)[C:32]([c:33]1[cH:34][cH:35][cH:36][cH:37][cH:38]1)=[O:39]. Starting materials: CC1=C(C(=NO1)C1=NC=CC=C1)COC=1C=CC(=NC1)C(=O)O (5-(5-methyl-3-pyridin-2-yl-isoxazol-4-ylmethoxy)-pyridine-2-carboxylic acid), C(C)N (ethylamine). Yields the product C(C)NC(=O)C1=NC=C(C=C1)OCC=1C(=NOC1C)C1=NC=CC=C1 (5-(5-Methyl-3-pyridin-2-yl-isoxazol-4-ylmethoxy)-pyridine-2-carboxylic acid ethylamide). Isolated yield 85.0%. RXN SMILES: [CH3:1][C:2]1[O:6][N:5]=[C:4]([C:7]2[CH:12]=[CH:11][CH:10]=[CH:9][N:8]=2)[C:3]=1[CH2:13][O:14][C:15]1[CH:16]=[CH:17][C:18]([C:21]([OH:23])=O)=[N:19][CH:20]=1.[CH2:24]([NH2:26])[CH3:25]>>[CH2:24]([NH:26][C:21]([C:18]1[CH:17]=[CH:16][C:15]([O:14][CH2:13][C:3]2[C:4]([C:7]3[CH:12]=[CH:11][CH:10]=[CH:9][N:8]=3)=[N:5][O:6][C:2]=2[CH3:1])=[CH:20][N:19]=1)=[O:23])[CH3:25]. Reported procedure: As described for example 7, 5-(5-methyl-3-pyridin-2-yl-isoxazol-4-ylmethoxy)-pyridine-2-carboxylic acid (100 mg, 0.32 mmol) was converted, using ethylamine (2 M solution in THF) instead of isopropylamine, to the title compound (93 mg, 85%), which was obtained as a white solid. MS: m/e=339.1 [M+H]+. Reactants: three, C(\C(\C)=C\C)(=O)Cl (Tigloyl Chloride), COC1=CC=C(C=C1)OC (1,4-dimethoxybenzene), Cl (HCl), ice. The solvent is C(Cl)Cl (CH2Cl2), C(Cl)Cl (CH2Cl2). Conditions: time 2 hour. The product is COC1=C2C(C(C(C2=C(C=C1)OC)=O)C)C (4,7-dimethoxy-2,3-dimethyl-1-indanone). The yield is 12.4%. RXN SMILES: [C:1](Cl)(=[O:6])/[C:2](=[CH:4]/[CH3:5])/[CH3:3].[CH3:8][O:9][C:10]1[CH:15]=[CH:14][C:13]([O:16][CH3:17])=[CH:12][CH:11]=1.Cl>C(Cl)Cl>[CH3:8][O:9][C:10]1[CH:15]=[CH:14][C:13]([O:16][CH3:17])=[C:12]2[C:11]=1[CH:4]([CH3:5])[CH:2]([CH3:3])[C:1]2=[O:6]. Procedure: A1Cl3 (64 g, 0.48 mol) and CH2Cl2 (250 ml) (dried with magnesium sulfate) were placed under an argon atmosphere in a 500 ml three necked round bottomed flask fitted with a magnetic stirring apparatus, an addition funnel, an inner thermometer and a reflux condenser. A mixture of tigloyl chloride (33) (42 g, 0.35 mol) and 1,4-dimethoxybenzene (48.4 g, 0.35 mol, dissolved in CH2Cl2 (75 ml)) was added over a period of 1 h at −10° C. under vigorous stirring. After 2 h stirring at −2° C. to −5° C. the... Starting materials: COC=1C=C(CN2C(C(CC2)(CC=C)CC2=CC=C(C=C2)F)=O)C=C(C1OC)OC (1-(3,4,5-trimethoxybenzyl)-3-(4-fluorophenylmethyl)-3-(allyl)-2-oxopyrrolidine), C12CCCC(CCC1)B2 (9-BBN), [OH-].[Na+] (sodium hydroxide), OO (hydrogen peroxide). The solvent is CO.ClCCl (methanol dichloromethane), O1CCCC1 (tetrahydrofuran), O1CCCC1 (tetrahydrofuran). Conditions: time 1.5 hour. Product: COC=1C=C(CN2C(C(CC2)(CCCO)CC2=CC=C(C=C2)F)=O)C=C(C1OC)OC (1-(3,4,5-trimethoxybenzyl)-3-(4-fluorophenylmethyl)-3-(3-hydroxypropyl)-2-oxopyrrolidine). Reaction SMILES: [CH3:1][O:2][C:3]1[CH:4]=[C:5]([CH:24]=[C:25]([O:29][CH3:30])[C:26]=1[O:27][CH3:28])[CH2:6][N:7]1[CH2:11][CH2:10][C:9]([CH2:15][C:16]2[CH:21]=[CH:20][C:19]([F:22])=[CH:18][CH:17]=2)([CH2:12][CH:13]=[CH2:14])[C:8]1=[O:23].C12BC(CCC1)CCC2.[OH-:40].[Na+].OO>O1CCCC1.CO.ClCCl>[CH3:30][O:29][C:25]1[CH:24]=[C:5]([CH:4]=[C:3]([O:2][CH3:1])[C:26]=1[O:27][CH3:28])[CH2:6][N:7]1[CH2:11][CH2:10][C:9]([CH2:15][C:16]2[CH:21]=[CH:20][C:19]([F:22])=[CH:18][CH:17]=2)([CH2:12][CH2:13][CH2:14][OH:40])[C:8]1=[O:23] |f:2.3,6.7|. Reported procedure: Combine 1-(3,4,5-trimethoxybenzyl)-3-(4-fluorophenylmethyl)-3-(allyl)-2-oxopyrrolidine (0.677 g, 1.64 mmol) and tetrahydrofuran (10 mL). Add dropwise a solution of 9-BBN (9-borabicyclo[3.3.1]nonane) (5.56 mL, 0.5 M, 2.78 mmol) in tetrahydrofuran. After 1.5 hours, add dropwise an aqueous sodium hydroxide solution (10 mL, 1 M) and 30% aqueous hydrogen peroxide (1.5 mL, about 14.7 mmol). After 15 minutes heat the reaction mixture to reflux. After 1 hour, cool to ambient temperature, saturate the aq... The reactants are CN(C)c1ccncc1, Nc1nc(-c2ccco2)c(C(=O)C2CCOCC2)s1, O, c1ccncc1, O=C(Cl)c1ccco1. The product is O=C(Nc1nc(-c2ccco2)c(C(=O)C2CCOCC2)s1)c1ccco1. Reaction SMILES: [CH3:29][N:30]([c:31]1[cH:32][cH:33][n:34][cH:35][cH:36]1)[CH3:37].[O:1]1[CH2:2][CH2:3][CH:4]([C:7](=[O:8])[c:9]2[c:10](-[c:15]3[o:16][cH:17][cH:18][cH:19]3)[n:11][c:12]([NH2:14])[s:13]2)[CH2:5][CH2:6]1.[OH2:28].[cH:38]1[cH:39][cH:40][n:41][cH:42][cH:43]1.[o:20]1[c:21]([C:25](=[O:26])[Cl:27])[cH:22][cH:23][cH:24]1>>[O:1]1[CH2:2][CH2:3][CH:4]([C:7](=[O:8])[c:9]2[c:10](-[c:15]3[o:16][cH:17][cH:18][cH:19]3)[n:11][c:12]([NH:14][C:25]([c:21]3[o:20][cH:24][cH:23][cH:22]3)=[O:26])[s:13]2)[CH2:5][CH2:6]1. Reactants: ClC1=NC=CC(=N1)N(C1=CC2=C(N(C(=N2)NCC2=CC(=CC=C2)F)C)C=C1)C (N5-(2-chloro-pyrimidin-4-yl)-N2-(3-fluoro-benzyl)-1,N5-dimethyl-1H-benzoimidazole-2,5-diamine), NC=1C=CC(=C(C1)S(=O)(=O)N)C (5-amino-2-methyl-benzenesulfonamide). Yields the product Cl.FC=1C=C(CNC2=NC3=C(N2C)C=CC(=C3)N(C3=NC(=NC=C3)NC=3C=CC(=C(C3)S(=O)(=O)N)C)C)C=CC1 (5-(4-{[2-(3-Fluoro-benzylamino)-1-methyl-1H-benzoimidazol-5-yl]-methyl-amino}-pyrimidin-2-ylamino)-2-methyl-benzenesulfonamide hydrochloride). As a reaction SMILES: [Cl:1][C:2]1[N:7]=[C:6]([N:8]([CH3:28])[C:9]2[CH:27]=[CH:26][C:12]3[N:13]([CH3:25])[C:14]([NH:16][CH2:17][C:18]4[CH:23]=[CH:22][CH:21]=[C:20]([F:24])[CH:19]=4)=[N:15][C:11]=3[CH:10]=2)[CH:5]=[CH:4][N:3]=1.[NH2:29][C:30]1[CH:31]=[CH:32][C:33]([CH3:40])=[C:34]([S:36]([NH2:39])(=[O:38])=[O:37])[CH:35]=1>>[ClH:1].[F:24][C:20]1[CH:19]=[C:18]([CH:23]=[CH:22][CH:21]=1)[CH2:17][NH:16][C:14]1[N:13]([CH3:25])[C:12]2[CH:26]=[CH:27][C:9]([N:8]([CH3:28])[C:6]3[CH:5]=[CH:4][N:3]=[C:2]([NH:29][C:30]4[CH:31]=[CH:32][C:33]([CH3:40])=[C:34]([S:36]([NH2:39])(=[O:37])=[O:38])[CH:35]=4)[N:7]=3)=[CH:10][C:11]=2[N:15]=1 |f:2.3|. Reported procedure: The title compound was prepared following the procedure of example one with N5-(2-chloro-pyrimidin-4-yl)-N2-(3-fluoro-benzyl)-1,N5-dimethyl-1H-benzoimidazole-2,5-diamine (99 mg, 0.25 mmol) and 5-amino-2-methyl-benzenesulfonamide (47 mg, 0.25 mmol) as a white solid (96 mg, 66%). 1H NMR (300 MHz, d6-DMSO+NaHCO3) δ10.06 (br s, 1H), 9.34 (br s, 1H), 8.49 (s, 1H), 7.84 (d, J=6.6 Hz, 1H), 7.65 (d, J=6.6 Hz, 1H), 7.56 (d, J=8.4 Hz, 1H), 7.08-7.44 (m, 9H), 5.72 (d, J=6.6 Hz, 1H), 4.75 (d, J=6.6 Hz, 2H),... Starting materials: Cc1ccc(S(=O)(=O)Cl)cc1, OCCC(c1ccc(F)cc1)c1ccc(F)cc1, c1ccncc1. The product is Cc1ccc(S(=O)(=O)OCCC(c2ccc(F)cc2)c2ccc(F)cc2)cc1. Reaction SMILES: [CH3:19][c:20]1[cH:21][cH:22][c:23]([S:26](=[O:27])(=[O:28])[Cl:29])[cH:24][cH:25]1.[F:1][c:2]1[cH:3][cH:4][c:5]([CH:8]([CH2:9][CH2:10][OH:11])[c:12]2[cH:13][cH:14][c:15]([F:18])[cH:16][cH:17]2)[cH:6][cH:7]1.[cH:30]1[cH:31][cH:32][n:33][cH:34][cH:35]1>>[F:1][c:2]1[cH:3][cH:4][c:5]([CH:8]([CH2:9][CH2:10][O:11][S:26]([c:23]2[cH:22][cH:21][c:20]([CH3:19])[cH:25][cH:24]2)(=[O:27])=[O:28])[c:12]2[cH:13][cH:14][c:15]([F:18])[cH:16][cH:17]2)[cH:6][cH:7]1.